This data is from the Open Reaction Database (ORD), a public repository of structured organic reaction records. The task is: describe an organic reaction: reactants, conditions, products, and yield The reactants are C(CC)N(C(=O)C=1C=C(C(=O)OC)C=C(C1)C=1OC=C(N1)C)CCC (methyl 3-[(dipropylamino)carbonyl]-5-(4-methyl-1,3-oxazol-2-yl)benzoate), solution. The solvent is CO (methanol), [OH-].[K+] (potassium hydroxide), O (water). Yields the product C(CC)N(C(=O)C=1C=C(C(=O)O)C=C(C1)C=1OC=C(N1)C)CCC (3-[(dipropylamino)carbonyl]-5-(4-methyl-1,3-oxazol-2-yl)benzoic acid). Isolated yield 97.9%. As a reaction SMILES: [CH2:1]([N:4]([CH2:23][CH2:24][CH3:25])[C:5]([C:7]1[CH:8]=[C:9]([CH:14]=[C:15]([C:17]2[O:18][CH:19]=[C:20]([CH3:22])[N:21]=2)[CH:16]=1)[C:10]([O:12]C)=[O:11])=[O:6])[CH2:2][CH3:3]>CO.[OH-].[K+].O>[CH2:23]([N:4]([CH2:1][CH2:2][CH3:3])[C:5]([C:7]1[CH:8]=[C:9]([CH:14]=[C:15]([C:17]2[O:18][CH:19]=[C:20]([CH3:22])[N:21]=2)[CH:16]=1)[C:10]([OH:12])=[O:11])=[O:6])[CH2:24][CH3:25] |f:2.3|. Procedure details: A solution of methyl 3-[(dipropylamino)carbonyl]-5-(4-methyl-1,3-oxazol-2-yl)benzoate (118 mg, 0.34 mmol) in methanol (1 mL) and potassium hydroxide (1 mL of a 1.0 M solution in water, 1 mmol) was stirred at room temperature for 45 min. The solvent was removed under reduced pressure, the residue was dissolved in water, extracted with ethyl acetate, the aqueous layer was acidified to pH 4 with 1 N hydrochloric acid, extracted with chloroform (3×100 mL), and the combined organics were concentrated...